Dataset: the Open Reaction Database (ORD), a public repository of structured organic reaction records. Task: describe an organic reaction: reactants, conditions, products, and yield Starting materials: O=C(CC[N-]CCCC1=CC=CC=C1)C (3-oxo-N-(3-phenylpropyl) butylamide), ClC=1C=C(C=O)C=C(C1)Cl (3,5-dichlorobenzaldehyde), N1CCCCC1 (piperidine), C(C)(=O)O (acetic acid). Procedure details: 2.22 g (10.1 mmol) of 3-oxo-N-(3-phenylpropyl) butylamide and 1.77 g (10.1 mmol) of 3,5-dichlorobenzaldehyde were dissolved in 30 ml of 2-propanol. 86.0 mg (1.01 mmol) of piperidine and 60.7 mg (1.01 mmol) of acetic acid were added and stirred at room temperature for one day. After the solvent was evaporated under reduced pressure, ethyl acetate was added thereto. The reaction mixture was washed with 1 N hydrochloric acid and then with saturated aqueous sodium hydrogencarbonate solution. The org... The solvent is CC(C)O (2-propanol). Yields the product C(C)(=O)C(C(=O)NCCCC1=CC=CC=C1)=CC1=CC(=CC(=C1)Cl)Cl (2-acetyl-3-(3,5-dichlorophenyl)-N-(3-phenylpropyl) acrylamide). As a reaction SMILES: [O:1]=[C:2]([CH3:15])[CH2:3][CH2:4][N-:5][CH2:6][CH2:7][CH2:8][C:9]1[CH:14]=[CH:13][CH:12]=[CH:11][CH:10]=1.[Cl:16][C:17]1[CH:18]=[C:19]([CH:22]=[C:23]([Cl:25])[CH:24]=1)[CH:20]=O.N1CCCCC1.C(O)(=[O:34])C>CC(O)C>[C:2]([C:3](=[CH:20][C:19]1[CH:18]=[C:17]([Cl:16])[CH:24]=[C:23]([Cl:25])[CH:22]=1)[C:4]([NH:5][CH2:6][CH2:7][CH2:8][C:9]1[CH:10]=[CH:11][CH:12]=[CH:13][CH:14]=1)=[O:34])(=[O:1])[CH3:15]. Conditions: time 1 day. Reactants: CO, [OH-], [OH-], CC(O)c1cn(CCN2CCCC2)c(C2CCN(C(=O)OC(C)(C)C)CC2)n1, O=P(O)(O)O, [Pd+2]. The product is CCc1cn(CCN2CCCC2)c(C2CCN(C(=O)OC(C)(C)C)CC2)n1. As a reaction SMILES: [CH3:34][OH:35].[OH-:36].[OH-:38].[OH:1][CH:2]([CH3:3])[c:4]1[n:5][c:6]([CH:16]2[CH2:17][CH2:18][N:19]([C:22](=[O:23])[O:24][C:25]([CH3:26])([CH3:27])[CH3:28])[CH2:20][CH2:21]2)[n:7]([CH2:9][CH2:10][N:11]2[CH2:12][CH2:13][CH2:14][CH2:15]2)[cH:8]1.[P:29](=[O:30])([OH:31])([OH:32])[OH:33].[Pd+2:37]>>[CH2:2]([CH3:3])[c:4]1[n:5][c:6]([CH:16]2[CH2:17][CH2:18][N:19]([C:22](=[O:23])[O:24][C:25]([CH3:26])([CH3:27])[CH3:28])[CH2:20][CH2:21]2)[n:7]([CH2:9][CH2:10][N:11]2[CH2:12][CH2:13][CH2:14][CH2:15]2)[cH:8]1. Reactants: N,N-(2-hydroxyethyl),ethyl amine, C(C)OC(=O)N1C(C=2C(C1=O)=CC=CC2)=O (N-ethoxycarbonyl phthalimide), O (H2O). Conditions: time 2 hour. The product is C1(C=2C(C(N1CCNCCO)=O)=CC=CC2)=O (2-(2-Phthalimidoethylamino)ethanol). As a reaction SMILES: C(O[C:4]([N:6]1[C:10](=[O:11])[C:9]2=[CH:12][CH:13]=[CH:14][CH:15]=[C:8]2[C:7]1=[O:16])=O)C.[OH2:17]>>[C:7]1(=[O:16])[N:6]([CH2:4][CH2:4][NH:6][CH2:7][CH2:8][OH:17])[C:10](=[O:11])[C:9]2=[CH:12][CH:13]=[CH:14][CH:15]=[C:8]12. Procedure: 10.4 g (0.1 mol) of N,N-(2-hydroxyethyl),ethyl amine and 22 g (0.1 mol) of N-ethoxycarbonyl phthalimide were dissolved in 50 ml of H2O and stirred for 2 hours. The reaction mixture was lyophilized and the solid product washed with methanol (40 ml). The remaining white solid (Compound 14) was collected and dried. Starting materials: [NH4+].[Cl-] (NH4Cl), C(=O)(O)[O-].[Na+] (NaHCO3), BrC1=CC2=C(NC(COC2)=O)N=C1 (3-Bromo-5,9-dihydro-6-oxa-1,9-diaza-benzocyclohepten-8-one), [BH4-].[Na+] (sodium borohydride), BF3 Et2O. The solvent is C1CCOC1 (THF). Conditions: temperature 0 celsius, time 3 hour. Yields the product BrC1=CC2=C(NCCOC2)N=C1 (3-bromo-5,7,8,9-tetrahydro-6-oxa-1,9-diaza-benzocycloheptene). The yield is 40.5%. RXN SMILES: [Br:1][C:2]1[CH:13]=[N:12][C:5]2[NH:6][C:7](=O)[CH2:8][O:9][CH2:10][C:4]=2[CH:3]=1.[BH4-].[Na+].[NH4+].[Cl-].C([O-])(O)=O.[Na+]>C1COCC1>[Br:1][C:2]1[CH:13]=[N:12][C:5]2[NH:6][CH2:7][CH2:8][O:9][CH2:10][C:4]=2[CH:3]=1 |f:1.2,3.4,5.6|. Procedure details: 3-Bromo-5,9-dihydro-6-oxa-1,9-diaza-benzocyclohepten-8-one (205 mg, 0.84 mmol) and sodium borohydride (160 mg, 4.2 mmol) are dissolved in 1.0 mL of THF and the mixture is cooled down to 0° C. Neat BF3 Et2O (0.74 mL, 5.9 mmol) is added dropwise and the mixture is stirred for 3 hr at room temperature. Then saturated aqueous NH4Cl solution (15 mL) is added carefully and the mixture is further basified by adding solid NaHCO3. The mixture is then extracted with EtOAc (3×35 mL). The organic layers are... Reactants: CCOc1ccc(-n2c(C(C)NCC3CCN(C(C)C)CC3)nc3ccccc3c2=O)cc1, ClCCCl, CN1CCOCC1, CCN=C=NCCCN(C)C, CN(C)C=O, ClCCl, Cl, O=C(O)Cc1ccc(F)c(C(F)(F)F)c1, On1nnc2ccccc21. The product is CCOc1ccc(-n2c(C(C)N(CC3CCN(C(C)C)CC3)C(=O)Cc3ccc(F)c(C(F)(F)F)c3)nc3ccccc3c2=O)cc1. RXN SMILES: [CH2:1]([CH3:2])[O:3][c:4]1[cH:5][cH:6][c:7](-[n:10]2[c:11]([CH:21]([CH3:22])[NH:23][CH2:24][CH:25]3[CH2:26][CH2:27][N:28]([CH:31]([CH3:32])[CH3:33])[CH2:29][CH2:30]3)[n:12][c:13]3[cH:14][cH:15][cH:16][cH:17][c:18]3[c:19]2=[O:20])[cH:8][cH:9]1.[CH2:78]([Cl:79])[CH2:80][Cl:81].[CH3:49][N:50]1[CH2:51][CH2:52][O:53][CH2:54][CH2:55]1.[CH3:67][N:68]([CH3:69])[CH2:70][CH2:71][CH2:72][N:73]=[C:74]=[N:75][CH2:76][CH3:77].[CH3:82][N:83]([CH3:84])[CH:85]=[O:86].[Cl:87][CH2:88][Cl:89].[ClH:66].[F:34][c:35]1[c:36]([C:45]([F:46])([F:47])[F:48])[cH:37][c:38]([CH2:41][C:42](=[O:43])[OH:44])[cH:39][cH:40]1.[OH:56][n:57]1[c:58]2[cH:59][cH:60][cH:61][cH:62][c:63]2[n:64][n:65]1>>[CH2:1]([CH3:2])[O:3][c:4]1[cH:5][cH:6][c:7](-[n:10]2[c:11]([CH:21]([CH3:22])[N:23]([CH2:24][CH:25]3[CH2:26][CH2:27][N:28]([CH:31]([CH3:32])[CH3:33])[CH2:29][CH2:30]3)[C:42]([CH2:41][c:38]3[cH:37][c:36]([C:45]([F:46])([F:47])[F:48])[c:35]([F:34])[cH:40][cH:39]3)=[O:43])[n:12][c:13]3[cH:14][cH:15][cH:16][cH:17][c:18]3[c:19]2=[O:20])[cH:8][cH:9]1. Reactants: C1(CCCCC1)O (Cyclohexanol), [H-].[Na+] (NaH), FC1=NC=CC(=C1C)I (2-Fluoro-4-iodo-3-methylpyridine). Run in O1CCCC1 (tetrahydrofuran), O1CCCC1 (tetrahydrofuran). Run at time 0.5 hour. The product is C1(CCCCC1)OC1=NC=CC(=C1C)I (2-(cyclohexyloxy)-4-iodo-3-methylpyridine). RXN SMILES: [CH:1]1([OH:7])[CH2:6][CH2:5][CH2:4][CH2:3][CH2:2]1.[H-].[Na+].F[C:11]1[C:16]([CH3:17])=[C:15]([I:18])[CH:14]=[CH:13][N:12]=1>O1CCCC1>[CH:1]1([O:7][C:11]2[C:16]([CH3:17])=[C:15]([I:18])[CH:14]=[CH:13][N:12]=2)[CH2:6][CH2:5][CH2:4][CH2:3][CH2:2]1 |f:1.2|. Procedure: Cyclohexanol (0.501 g) in tetrahydrofuran (3.5 mL) was treated with NaH (0.1 g) until gas evolution ceased. 2-Fluoro-4-iodo-3-methylpyridine (0.237 g) in tetrahydrofuran (1.5 mL) was added. The reaction mixture was stirred at room temperature for 0.5 hours and was quenched with ice-water. The resulting mixture was extracted with ethyl acetate. The combined organic layer was washed with brine, dried over Na2SO4, filtered, and concentrated. The residue was purified by preparative TLC, and was elut...